This data is from the Open Reaction Database (ORD), a public repository of structured organic reaction records. The task is: describe an organic reaction: reactants, conditions, products, and yield The reactants are O=C1N(C=CC(N1)=O)[C@H]1[C@@H]([C@@H]([C@](O1)(OCP(OCC)(OCC)=O)C)O)O (diethyl ((2R,3S,4R,5R)-5-(2,4-dioxo-3,4-dihydropyrimidin-1(2H)-yl)-3,4-dihydroxy-2-methyl-tetrahydrofuran-2-yloxy)methylphosphonate), NC1=C2N=CN(C2=NC=N1)[C@H]1[C@@H]([C@@H]([C@](O1)(OCP(O)(O)=O)C)O)O (((2R,3S,4R,5R)-5-(6-amino-9H-purin-9-yl)-3,4-dihydroxy-2-methyl-tetrahydrofuran-2-yloxy)methylphosphonic acid). Yields the product O=C1N(C=CC(N1)=O)[C@H]1[C@@H]([C@@H]([C@](O1)(OCP(O)(O)=O)C)O)O (((2R,3S,4R,5R)-5-(2,4-dioxo-3,4-dihydropyrimidin-1(2H)-yl)-3,4-dihydroxy-2-methyl-tetrahydrofuran-2-yloxy)methylphosphonic acid). Yield: 75.2%. As a reaction SMILES: [O:1]=[C:2]1[NH:7][C:6](=[O:8])[CH:5]=[CH:4][N:3]1[C@@H:9]1[O:13][C@:12]([CH3:24])([O:14][CH2:15][P:16](=[O:23])([O:20]CC)[O:17]CC)[C@@H:11]([OH:25])[C@H:10]1[OH:26].NC1N=CN=C2C=1N=CN2[C@@H]1O[C@](C)(OCP(=O)(O)O)[C@@H](O)[C@H]1O>>[O:1]=[C:2]1[NH:7][C:6](=[O:8])[CH:5]=[CH:4][N:3]1[C@@H:9]1[O:13][C@:12]([CH3:24])([O:14][CH2:15][P:16](=[O:17])([OH:23])[OH:20])[C@@H:11]([OH:25])[C@H:10]1[OH:26]. Procedure details: Compound 32.4 (61 mg, 75% yield) was synthesized from compound 32.2 (95 mg, 0.24 mmol) using the procedure described for the preparation of compound 31.5. 1H NMR (300 MHz, D2O) δ 1.38 (s, 3H), 3.50 (m, 2H), 3.98 (d, 1H, J=4.6), 5.84 (d, 1H, J=7.6), 6.08 (d, 1H, J=7.3), 7.81 (d, 1H, J=8.2). LRMS [M-H]− C10H15N2O9P requires 337.2. Found 337.2.